From a dataset of the Open Reaction Database (ORD), a public repository of structured organic reaction records. describe an organic reaction: reactants, conditions, products, and yield The reactants are N#Cc1nn(-c2c(Cl)cc(C(F)(F)F)cc2Cl)cc1I, [Li]CCCC, COC(=O)C(F)(F)F, C1CCOC1, O. The product is N#Cc1nn(-c2c(Cl)cc(C(F)(F)F)cc2Cl)cc1C(=O)C(F)(F)F. As a reaction SMILES: [C:1](#[N:2])[c:3]1[n:4][n:5](-[c:9]2[c:10]([Cl:20])[cH:11][c:12]([C:16]([F:17])([F:18])[F:19])[cH:13][c:14]2[Cl:15])[cH:6][c:7]1[I:8].[CH2:21]([Li:22])[CH2:23][CH2:24][CH3:25].[F:26][C:27]([C:28](=[O:29])[O:30][CH3:31])([F:32])[F:33].[O:35]1[CH2:36][CH2:37][CH2:38][CH2:39]1.[OH2:34]>>[C:1](#[N:2])[c:3]1[n:4][n:5](-[c:9]2[c:10]([Cl:20])[cH:11][c:12]([C:16]([F:17])([F:18])[F:19])[cH:13][c:14]2[Cl:15])[cH:6][c:7]1[C:28]([C:27]([F:26])([F:32])[F:33])=[O:29]. The reactants are CC(C)OC(=O)CBr, CC#N, [K+], [K+], O=C([O-])[O-], c1ccc(C(=C2CCNCC2)c2ccccc2)cc1. The product is CC(C)OC(=O)CN1CCC(=C(c2ccccc2)c2ccccc2)CC1. RXN SMILES: [Br:20][CH2:21][C:22](=[O:23])[O:24][CH:25]([CH3:26])[CH3:27].[CH3:34][C:35]#[N:36].[K+:28].[K+:29].[O-:30][C:31]([O-:32])=[O:33].[c:1]1([C:7](=[C:8]2[CH2:9][CH2:10][NH:11][CH2:12][CH2:13]2)[c:14]2[cH:15][cH:16][cH:17][cH:18][cH:19]2)[cH:2][cH:3][cH:4][cH:5][cH:6]1>>[c:1]1([C:7](=[C:8]2[CH2:9][CH2:10][N:11]([CH2:21][C:22](=[O:23])[O:24][CH:25]([CH3:26])[CH3:27])[CH2:12][CH2:13]2)[c:14]2[cH:15][cH:16][cH:17][cH:18][cH:19]2)[cH:2][cH:3][cH:4][cH:5][cH:6]1. The reactants are [N+](=O)([O-])C=1C=C(NC(=O)C=2NC3=CC=CC=C3C2)C=CC1[N+](=O)[O-] (3,4-dinitro-N-(indol-2-oyl)aniline), C(C1=CC=CC=C1)=O (benzaldehyde). RXN SMILES: [N+:1]([C:4]1[CH:5]=[C:6]([CH:19]=[CH:20][C:21]=1[N+:22]([O-])=O)[NH:7][C:8]([C:10]1[NH:11][C:12]2[C:17]([CH:18]=1)=[CH:16][CH:15]=[CH:14][CH:13]=2)=[O:9])([O-])=O.[CH:25](=O)[C:26]1[CH:31]=[CH:30][CH:29]=[CH:28][CH:27]=1>>[C:26]1([C:25]2[NH:22][C:21]3[CH:20]=[CH:19][C:6]([NH:7][C:8]([C:10]4[NH:11][C:12]5[C:17]([CH:18]=4)=[CH:16][CH:15]=[CH:14][CH:13]=5)=[O:9])=[CH:5][C:4]=3[N:1]=2)[CH:31]=[CH:30][CH:29]=[CH:28][CH:27]=1. Yields the product C1(=CC=CC=C1)C1=NC2=C(N1)C=CC(=C2)NC(=O)C=2NC1=CC=CC=C1C2 (N-(2-phenyl-1H-benzo[d]imidazol-5-yl)-1H-indole-2-carboxamide). Procedure details: Compound 203 was prepared according to the procedure similar to that described in Scheme III from 3,4-dinitro-N-(indol-2-oyl)aniline and benzaldehyde. 1H NMR (500 MHz, CD3OD) δ 8.20 (d, J=1.5 Hz, 1H), 8.09 (dd, J=1.5, 8 Hz, 2H). 7.66 (d, J=8 Hz, 1H), 7.61 (d, J=8.5 Hz, 1H), 7.57-7.52 (m, 4H), 7.48 (dd, J=0.5, 8 Hz, 1H), 7.34 (s, 1H), 7.25 (dt, J=1, 7 Hz, 1H), 7.09 (dt, J=0.5, 8 Hz, 1H). The reactants are CC(=CC(=O)O)CCC=C(CCC=C(CCC=C(C)C)C)C (3,7,11,15-tetramethyl-2,6,10,14-hexadecatetraenoic acid), NC1CN(CCC1)CC (3-amino-1-ethylpiperidine). Product: CC(=CC(=O)NC1CN(CCC1)CC)CCC=C(CCC=C(CCC=C(C)C)C)C (3-(3,7,11,15-Tetramethyl-2,6,10,14-hexadecatetraenoylamino)-1-ethylpiperidine). The yield is 89.1%. RXN SMILES: [CH3:1][C:2]([CH2:7][CH2:8][CH:9]=[C:10]([CH3:22])[CH2:11][CH2:12][CH:13]=[C:14]([CH3:21])[CH2:15][CH2:16][CH:17]=[C:18]([CH3:20])[CH3:19])=[CH:3][C:4]([OH:6])=O.[NH2:23][CH:24]1[CH2:29][CH2:28][CH2:27][N:26]([CH2:30][CH3:31])[CH2:25]1>>[CH3:1][C:2]([CH2:7][CH2:8][CH:9]=[C:10]([CH3:22])[CH2:11][CH2:12][CH:13]=[C:14]([CH3:21])[CH2:15][CH2:16][CH:17]=[C:18]([CH3:20])[CH3:19])=[CH:3][C:4]([NH:23][CH:24]1[CH2:29][CH2:28][CH2:27][N:26]([CH2:30][CH3:31])[CH2:25]1)=[O:6]. Procedure: The procedure of Example 9 was repeated except that 6.1 g of 3,7,11,15-tetramethyl-2,6,10,14-hexadecatetraenoic acid and 3.8 g of 3-amino-1-ethylpiperidine were used as starting materials. 7.4 g (yield 90%) of the title compound was obtained as a pale yellow oil. The reactants are O=C1C=CC=C2C1=Cc1ccccc12, CC(C)(C)[O-], [K+], O, COc1c2c(cc3c1OCO3)C(O)CN(C)C2, c1ccccc1. The product is COc1c2c(cc3c1OCO3)C(=O)CN(C)C2. RXN SMILES: [C:24]1(=[O:25])[C:26]2=[CH:30][c:29]3[c:28]([cH:34][cH:33][cH:32][cH:31]3)[C:27]2=[CH:35][CH:36]=[CH:37]1.[CH3:1][C:2]([CH3:3])([O-:4])[CH3:5].[K+:6].[OH2:38].[OH:7][CH:8]1[CH2:9][N:10]([CH3:23])[CH2:11][c:12]2[c:13]([O:21][CH3:22])[c:14]3[c:15]([cH:16][c:17]21)[O:18][CH2:19][O:20]3.[cH:39]1[cH:40][cH:41][cH:42][cH:43][cH:44]1>>[O:7]=[C:8]1[CH2:9][N:10]([CH3:23])[CH2:11][c:12]2[c:13]([O:21][CH3:22])[c:14]3[c:15]([cH:16][c:17]21)[O:18][CH2:19][O:20]3. Reactants: FC(C(C(=S)Cl)CC(C)=O)(F)F (2-trifluoromethyl-3-acetylthiopropionyl chloride), C[Si](C)(C)N(C(C(F)(F)F)=O)[Si](C)(C)C (Bis(trimethylsilyl)trifluoroacetamide), N[C@@H]([C@@H](C)CC)C(=O)O (L-isoleucine), C[Si](C)(C)N(C(C(F)(F)F)=O)[Si](C)(C)C (bis(trimethylsilyl)trifluoroacetamide), O (water). Run in CO (methanol), C(C)#N (acetonitrile), C(C)#N (acetonitrile). Conditions: time 2 hour. Product: C(C)(=O)SCC(C(=O)N[C@@H]([C@@H](C)CC)C(=O)O)C(F)(F)F ((S)-N-[2-[(acetylthio)methyl]-3,3,3-trifluoro-1-oxopropyl]-L-isoleucine). Reaction SMILES: C[Si](N([Si](C)(C)C)[C:6](=[O:11])[C:7](F)(F)F)(C)C.[NH2:16][C@H:17]([C:22]([OH:24])=[O:23])[C@H:18]([CH2:20][CH3:21])[CH3:19].[F:25][C:26]([F:36])([F:35])[CH:27]([CH2:31]C(=O)C)[C:28](Cl)=[S:29].[OH2:37]>C(#N)C.CO>[C:6]([S:29][CH2:28][CH:27]([C:26]([F:25])([F:35])[F:36])[C:31]([NH:16][C@H:17]([C:22]([OH:24])=[O:23])[C@H:18]([CH2:20][CH3:21])[CH3:19])=[O:37])(=[O:11])[CH3:7]. Procedure details: Bis(trimethylsilyl)trifluoroacetamide (16 mL, 60 mmol.) was added to a suspension of L-isoleucine (2.62 g., 20 mmol.) in 40 mL of acetonitrile at 0° C. The suspension was allowed to warm to room temperature and stirred for 2 hours. At this time approximately one third of the solid had dissolved. An additional amount of bis(trimethylsilyl)trifluoroacetamide (4 mL, 15 mmol.) was added and the mixture was stirred for 45 minutes. The mixture was cooled to 0° C. and 2-trifluoromethyl-3-acetylthioprop... Starting materials: C(C)OC(C(CC(C)C)C1=CC(=C(C(=C1)OCC(F)(F)F)I)Cl)=O (ethyl-2-(3-chloro-4-iodo-5-(2,2,2-trifluoroethoxy)phenyl)-4-methylpentanoate), FC(C1=CC=C(C=C1)B(O)O)(F)F (4-trifluoromethylphenylboronic acid), [F-].[Cs+] (CsF), CCOC(=O)C (EtOAc). The reagents and catalysts are C=1C=CC(=CC1)[P](C=2C=CC=CC2)(C=3C=CC=CC3)[Pd]([P](C=4C=CC=CC4)(C=5C=CC=CC5)C=6C=CC=CC6)([P](C=7C=CC=CC7)(C=8C=CC=CC8)C=9C=CC=CC9)[P](C=1C=CC=CC1)(C=1C=CC=CC1)C=1C=CC=CC1 (Pd (PPh3)4). Solvent: COCCOC (1,2-dimethoxy ethane), O (water). The product is C(C)OC(C(CC(C)C)C1=CC(=C(C(=C1)OCC(F)(F)F)C1=CC=C(C=C1)C(F)(F)F)Cl)=O (ethyl-2-(2-chloro-6-(2,2,2-trifluoroethoxy)-4′-(trifluoromethyl)biphenyl-4-yl)-4-methylpentanoate). Isolated yield 51.3%. Reaction SMILES: [CH2:1]([O:3][C:4](=[O:24])[CH:5]([C:10]1[CH:15]=[C:14]([O:16][CH2:17][C:18]([F:21])([F:20])[F:19])[C:13](I)=[C:12]([Cl:23])[CH:11]=1)[CH2:6][CH:7]([CH3:9])[CH3:8])[CH3:2].[F:25][C:26]([F:37])([F:36])[C:27]1[CH:32]=[CH:31][C:30](B(O)O)=[CH:29][CH:28]=1.[F-].[Cs+].CCOC(C)=O>COCCOC.C1C=CC([P]([Pd]([P](C2C=CC=CC=2)(C2C=CC=CC=2)C2C=CC=CC=2)([P](C2C=CC=CC=2)(C2C=CC=CC=2)C2C=CC=CC=2)[P](C2C=CC=CC=2)(C2C=CC=CC=2)C2C=CC=CC=2)(C2C=CC=CC=2)C2C=CC=CC=2)=CC=1.O>[CH2:1]([O:3][C:4](=[O:24])[CH:5]([C:10]1[CH:15]=[C:14]([O:16][CH2:17][C:18]([F:21])([F:20])[F:19])[C:13]([C:30]2[CH:31]=[CH:32][C:27]([C:26]([F:37])([F:36])[F:25])=[CH:28][CH:29]=2)=[C:12]([Cl:23])[CH:11]=1)[CH2:6][CH:7]([CH3:9])[CH3:8])[CH3:2] |f:2.3,^1:55,57,76,95|. Procedure: A mixture of ethyl-2-(3-chloro-4-iodo-5-(2,2,2-trifluoroethoxy)phenyl)-4-methylpentanoate (0.5, 1.04 mmol), 4-trifluoromethylphenylboronic acid (0.96 g, 2.09 mmol), CsF (0.395 g, 2.6 mmol) and Pd (PPh3)4 (0.121 g, 0.104 mmol) in 50 mL anhydrous 1,2-dimethoxy ethane was refluxed for 8 h under argon. The reaction mixture was cooled, and 25 mL of EtOAc and 25 mL of water were added. The organic phase was separated, dried over Na2SO4, filtered and concentrated under reduced pressure to yellow oil. T... The reactants are CN1N=CC(=C1NC(C1=CC=CC=C1)(C1=CC=CC=C1)C1=CC=CC=C1)NC(C(=O)NCCNC(OC(C)(C)C)=O)=O (tert-butyl {2-[(2-{[1-methyl-5-(tritylamino)-1H-pyrazol-4-yl]amino}-2-oxoacetyl)amino]ethyl}carbamate), NC1=NC(=NS1)/C(/C(=O)N[C@H]1[C@@H]2N(C(=C(CS2)CCl)C(=O)OCC2=CC=C(C=C2)OC)C1=O)=N/OC(C)(C)C(=O)OC(C)(C)C (4-methoxybenzyl 7β-[(Z)-2-(5-amino-1,2,4-thiadiazol-3-yl)-2-(1-tert-butoxycarbonyl-1-methylethoxyimino)acetamido]-3-chloromethyl-3-cephem-4-carboxylate), C[Si](NC(C)=O)(C)C (N-(trimethylsilyl)acetamide), [I-].[K+] (potassium iodide). Run in CN(C=O)C (N,N-dimethylformamide), CN(C=O)C (N,N-dimethylformamide), C(C)(=O)OCC (ethyl acetate). Conditions: time 40 minute. Product: NC=1N([N+](=CC1NC(C(=O)NCCN)=O)CC=1CS[C@H]2N(C1C(=O)[O-])C([C@H]2NC(\C(=N/OC(C)(C)C(=O)O)\C2=NSC(=N2)N)=O)=O)C (3-{[3-amino-4-({2-[(2-aminoethyl)amino]-2-oxoacetyl}amino)-2-methyl-1-pyrazolio]methyl}-7β-[(Z)-2-(5-amino-1,2,4-thiadiazol-3-yl)-2-(1-carboxy-1-methylethoxyimino)acetamido]-3-cephem-4-carboxylate). The yield is 4.9%. RXN SMILES: [NH2:1][C:2]1[S:6][N:5]=[C:4](/[C:7](=[N:34]/[O:35][C:36]([C:39]([O:41]C(C)(C)C)=[O:40])([CH3:38])[CH3:37])/[C:8]([NH:10][C@@H:11]2[C:32](=[O:33])[N:13]3[C:14]([C:20]([O:22]CC4C=CC(OC)=CC=4)=[O:21])=[C:15]([CH2:18]Cl)[CH2:16][S:17][C@H:12]23)=[O:9])[N:3]=1.C[Si](C)(C)NC(=O)C.[I-].[K+].[CH3:56][N:57]1[C:61]([NH:62]C(C2C=CC=CC=2)(C2C=CC=CC=2)C2C=CC=CC=2)=[C:60]([NH:82][C:83](=[O:97])[C:84]([NH:86][CH2:87][CH2:88][NH:89]C(=O)OC(C)(C)C)=[O:85])[CH:59]=[N:58]1>CN(C)C=O.C(OCC)(=O)C>[NH2:62][C:61]1[N:57]([CH3:56])[N+:58]([CH2:18][C:15]2[CH2:16][S:17][C@@H:12]3[C@H:11]([NH:10][C:8](=[O:9])/[C:7](/[C:4]4[N:3]=[C:2]([NH2:1])[S:6][N:5]=4)=[N:34]\[O:35][C:36]([C:39]([OH:41])=[O:40])([CH3:38])[CH3:37])[C:32](=[O:33])[N:13]3[C:14]=2[C:20]([O-:22])=[O:21])=[CH:59][C:60]=1[NH:82][C:83](=[O:97])[C:84]([NH:86][CH2:87][CH2:88][NH2:89])=[O:85] |f:2.3|. Procedure details: To a solution of 4-methoxybenzyl 7β-[(Z)-2-(5-amino-1,2,4-thiadiazol-3-yl)-2-(1-tert-butoxycarbonyl-1-methylethoxyimino)acetamido]-3-chloromethyl-3-cephem-4-carboxylate (618 mg) in N,N-dimethylformamide (1.5 ml) was added N-(trimethylsilyl)acetamide (656 mg), and the mixture was stirred at room temperature for 40 minutes. To the solution was added potassium iodide (232 mg), and the mixture was stirred at room temperature for 35 minutes. To the reaction mixture was added a solution of tert-butyl ... Product: Cl.ClC=1C=C2C(=CN(C2=CC1)C1=CC=C(C=C1)F)C1CCN(CC1)CCO (5-chloro-1-(4-fluorophenyl)-3-[1-(2-hydroxyethyl)-4-piperidyl]-1H-indole, hydrochloride). Procedure: 5-chloro-1-(4-fluorophenyl)-3-(4-piperidyl)-1H-indole, fumarate, 10, MP: 196°-201° C. Reactants: ClC=1C=C2C(=CN(C2=CC1)C1=CC=C(C=C1)F)C1CCNCC1 (5-chloro-1-(4-fluorophenyl)-3-(4-piperidyl)-1H-indole), C(\C=C\C(=O)[O-])(=O)[O-] (fumarate). RXN SMILES: [Cl:1][C:2]1[CH:3]=[C:4]2[C:8](=[CH:9][CH:10]=1)[N:7]([C:11]1[CH:16]=[CH:15][C:14]([F:17])=[CH:13][CH:12]=1)[CH:6]=[C:5]2[CH:18]1[CH2:23][CH2:22][NH:21][CH2:20][CH2:19]1.C([O-])(=O)/C=[CH:26]/[C:27]([O-])=[O:28]>>[ClH:1].[Cl:1][C:2]1[CH:3]=[C:4]2[C:8](=[CH:9][CH:10]=1)[N:7]([C:11]1[CH:12]=[CH:13][C:14]([F:17])=[CH:15][CH:16]=1)[CH:6]=[C:5]2[CH:18]1[CH2:23][CH2:22][N:21]([CH2:26][CH2:27][OH:28])[CH2:20][CH2:19]1 |f:2.3|. Reactants: ClC=1C=C(C(=NC1)N)[N+](=O)[O-] (5-Chloro-3-nitro-2-aminopyridine), FC(C(=O)Cl)(C(F)F)F (2,2,3,3-tetrafluoropropionyl chloride). Product: ClC=1C=C(C(=NC1)NC(C(C(F)F)(F)F)=O)[N+](=O)[O-] (5-chloro-3-nitro-2-(2,2,3,3-tetrafluoropropionamido)pyridine). RXN SMILES: [Cl:1][C:2]1[CH:3]=[C:4]([N+:9]([O-:11])=[O:10])[C:5]([NH2:8])=[N:6][CH:7]=1.[F:12][C:13]([F:20])([CH:17]([F:19])[F:18])[C:14](Cl)=[O:15]>>[Cl:1][C:2]1[CH:3]=[C:4]([N+:9]([O-:11])=[O:10])[C:5]([NH:8][C:14](=[O:15])[C:13]([F:20])([F:12])[CH:17]([F:19])[F:18])=[N:6][CH:7]=1. Procedure: 5-Chloro-3-nitro-2-aminopyridine is reacted with 2,2,3,3-tetrafluoropropionyl chloride to yield 5-chloro-3-nitro-2-(2,2,3,3-tetrafluoropropionamido)pyridine, which when hydrogenated yields 6-chloro-1-hydroxy-2-(1,1,2,2-tetrafluoroethyl)-1H-imidazo(4,5-b)pyridine. This compound is reacted with trimethylamine to prepare 6-chloro-1-hydroxy-2-(1,1,2,2-tetrafluoroethyl)-1H-imidazo(4,5-b)pyridine trimethylamine salt.